Task: describe an organic reaction: reactants, conditions, products, and yield. Dataset: the Open Reaction Database (ORD), a public repository of structured organic reaction records The reactants are CC=1N=C(SC1C(=O)OCC)N1C(N(CC1)C1=CC=CC=C1)=O (ethyl 4-methyl-2-(2-oxo-3-phenylimidazolidin-1-yl)thiazole-5-carboxylate), C1(CC1)CCN1C(N(CC1)C=1SC(=C(N1)C)C(=O)OCC)=O (ethyl 2-(3-(2-cyclopropylethyl)-2-oxoimidazolidin-1-yl)-4-methylthiazole-5-carboxylate). The product is C1(CC1)CCN1C(N(CC1)C=1SC(=C(N1)C)C(=O)O)=O (2-(3-(2-cyclopropylethyl)-2-oxoimidazolidin-1-yl)-4-methylthiazole-5-carboxylic acid). The yield is 88.0%. As a reaction SMILES: [CH3:1][C:2]1[N:3]=[C:4]([N:12]2[CH2:16][CH2:15][N:14]([C:17]3[CH:22]=[CH:21][CH:20]=[CH:19]C=3)[C:13]2=[O:23])[S:5][C:6]=1[C:7]([O:9]CC)=[O:8].C1(CCN2CCN(C3SC(C(OCC)=O)=C(C)N=3)C2=O)CC1>>[CH:21]1([CH2:22][CH2:17][N:14]2[CH2:15][CH2:16][N:12]([C:4]3[S:5][C:6]([C:7]([OH:9])=[O:8])=[C:2]([CH3:1])[N:3]=3)[C:13]2=[O:23])[CH2:20][CH2:19]1. Procedure: Following the procedure as described in Example 6, making variations as required to replace ethyl 4-methyl-2-(2-oxo-3-phenylimidazolidin-1-yl)thiazole-5-carboxylate with ethyl 2-(3-(2-cyclopropylethyl)-2-oxoimidazolidin-1-yl)-4-methylthiazole-5-carboxylate, the title compound was obtained in 88% yield: 1H NMR (300 MHz, DMSO-d6) δ 4.20-3.04 (m, 6H), 2.45 (s, 3H), 1.50-1.41 (m, 2H), 0.78-0.54 (m, 1H), 0.43-0.28 (m, 2H), 0.10-0.96 (m, 2H); MS (ES+) m/z 296.2 (M+1). Reaction SMILES: [Al+3:15].[H-:14].[H-:17].[H-:18].[H-:19].[Li+:16].[O:20]1[CH2:21][CH2:22][CH2:23][CH2:24]1.[c:1]1([CH2:7][CH:8]([CH2:9][N:10]=[N+:11]=[N-:12])[OH:13])[cH:2][cH:3][cH:4][cH:5][cH:6]1>>[c:1]1([CH2:7][CH:8]([CH2:9][NH2:10])[OH:13])[cH:2][cH:3][cH:4][cH:5][cH:6]1. Product: NCC(O)Cc1ccccc1. Starting materials: [Al+3], [H-], [H-], [H-], [H-], [Li+], C1CCOC1, [N-]=[N+]=NCC(O)Cc1ccccc1. The reactants are CO (methanol), N (ammonia), ClC1=CC(=NC=N1)NC1=C2C=CNC2=CC=C1 (6-chloro-4-(1H-4-indolylamino)pyrimidine). The solvent is O1CCCC1 (tetrahydrofuran). Conditions: temperature 130 celsius. The product is NC1=CC(=NC=N1)NC1=C2C=CNC2=CC=C1 (6-Amino-4-(1H-4-indolylamino)pyrimidine). Isolated yield 82.0%. RXN SMILES: CO.[NH3:3].Cl[C:5]1[N:10]=[CH:9][N:8]=[C:7]([NH:11][C:12]2[CH:20]=[CH:19][CH:18]=[C:17]3[C:13]=2[CH:14]=[CH:15][NH:16]3)[CH:6]=1>O1CCCC1>[NH2:3][C:5]1[N:10]=[CH:9][N:8]=[C:7]([NH:11][C:12]2[CH:20]=[CH:19][CH:18]=[C:17]3[C:13]=2[CH:14]=[CH:15][NH:16]3)[CH:6]=1. Reported procedure: A 7N methanol solution of ammonia (50 ml) and tetrahydrofuran (20 ml) were added to 6-chloro-4-(1H-4-indolylamino)pyrimidine (599 mg, 2.5 mmol) and the reaction mixture was heated in a sealed tube at 130° C. for 137 hours. The solvent was distilled off under reduced pressure; the residue was purified by silica gel column chromatography (eluent; ethyl acetate:tetrahydrofuran=1:1); diethyl ether was added to the residue to crystallize; the crystals were filtered off, washed with diethyl ether, and... Reactants: C([O-])([O-])=O.[Na+].[Na+] (sodium carbonate), C(C)N(CCN)CC (N,N-diethylethylenediamine), Cl.ClC1=CC=C2C(=CN=NC2=C1)NC1=CC=C(C=C1)S(=O)(=O)Cl (4-(7-Chloro-4-cinnolinylamino)benzenesulphonyl chloride hydrochloride). Solvent: C(Cl)(Cl)Cl (chloroform). Conditions: temperature 5 celsius. Product: ClC1=CC=C2C(=CN=NC2=C1)NC1=CC=C(C=C1)S(=O)(=O)NCCN(CC)CC (4-[7-Chloro-4-cinnolinylamino]-N-(2-diethylaminoethyl) benzenesulphonamide). RXN SMILES: C(=O)([O-])[O-].[Na+].[Na+].[CH2:7]([N:9]([CH2:13][CH3:14])[CH2:10][CH2:11][NH2:12])[CH3:8].Cl.[Cl:16][C:17]1[CH:26]=[C:25]2[C:20]([C:21]([NH:27][C:28]3[CH:33]=[CH:32][C:31]([S:34](Cl)(=[O:36])=[O:35])=[CH:30][CH:29]=3)=[CH:22][N:23]=[N:24]2)=[CH:19][CH:18]=1>C(Cl)(Cl)Cl>[Cl:16][C:17]1[CH:26]=[C:25]2[C:20]([C:21]([NH:27][C:28]3[CH:29]=[CH:30][C:31]([S:34]([NH:12][CH2:11][CH2:10][N:9]([CH2:13][CH3:14])[CH2:7][CH3:8])(=[O:35])=[O:36])=[CH:32][CH:33]=3)=[CH:22][N:23]=[N:24]2)=[CH:19][CH:18]=1 |f:0.1.2,4.5|. Reported procedure: A mixture of anhydrous sodium carbonate (3.08 g) and N,N-diethylethylenediamine (0.43 ml) in chloroform (30 ml) was vigorously stirred at 5° C. and treated with 4-(7-Chloro-4-cinnolinylamino)benzenesulphonyl chloride hydrochloride (1.0 g). The mixture was stirred at room temperature for 11/2 hours and then filtered. The filtrate was evaporated to give a residue that crystallised from ethanol to give the title compound (0.456 g), m.p. 175°-76° C. Starting materials: O (water), BrC1=NC(=CC=C1)N(N)C (2-bromo-6-(1-methylhydrazinyl)pyridine), N12CCC(C(CC1)CC2)=O (1-azabicyclo[3.2.2]nonan-4-one), C1(=CC=C(C=C1)S(=O)(=O)O)C (p-toluenesulphonic acid). Run in C1(=CC=CC=C1)C (toluene). Yields the product BrC1=CC=CC(=N1)N(\N=C/1\CCN2CCC1CC2)C ((Z)-4-(2-(6-Bromopyridin-2-yl)-2-methylhydrazono)-1-azabicyclo[3.2.2]nonane). Isolated yield 36.2%. Reaction SMILES: [Br:1][C:2]1[CH:7]=[CH:6][CH:5]=[C:4]([N:8]([CH3:10])[NH2:9])[N:3]=1.[N:11]12[CH2:19][CH2:18][CH:15]([CH2:16][CH2:17]1)[C:14](=O)[CH2:13][CH2:12]2.C1(C)C=CC(S(O)(=O)=O)=CC=1.O>C1(C)C=CC=CC=1>[Br:1][C:2]1[N:3]=[C:4]([N:8]([CH3:10])/[N:9]=[C:14]2/[CH2:13][CH2:12][N:11]3[CH2:19][CH2:18][CH:15]/2[CH2:16][CH2:17]3)[CH:5]=[CH:6][CH:7]=1. Procedure: A solution of 2-bromo-6-(1-methylhydrazinyl)pyridine (4.50 g, 22.2 mmol), 1-azabicyclo[3.2.2]nonan-4-one (3.00 g, 22.2 mmol) and p-toluenesulphonic acid (844 mg, 4.40 mmol) in toluene (140 mL) was heated under reflux, with water removal (azeotrope), for 4 h. The mixture was concentrated and made basic using saturated aqueous NaHCO3. The aqueous layer was extracted with methylene chloride (3×). The combined organic extracts were dried over Na2SO4, filtered and concentrated to dryness. The residue... Starting materials: O=C([O-])O, CC(C(=O)O)c1cc(=O)n(Cc2ccccc2)c2ccccc12, CO, [Na+], O, O=S(=O)(O)O. Yields the product COC(=O)C(C)c1cc(=O)n(Cc2ccccc2)c2ccccc12. RXN SMILES: [C:31](=[O:32])([OH:33])[O-:34].[CH2:1]([c:2]1[cH:3][cH:4][cH:5][cH:6][cH:7]1)[n:8]1[c:9](=[O:23])[cH:10][c:11]([CH:18]([C:19](=[O:20])[OH:21])[CH3:22])[c:12]2[cH:13][cH:14][cH:15][cH:16][c:17]12.[CH3:24][OH:25].[Na+:35].[OH2:36].[S:26](=[O:27])(=[O:28])([OH:29])[OH:30]>>[CH2:1]([c:2]1[cH:3][cH:4][cH:5][cH:6][cH:7]1)[n:8]1[c:9](=[O:23])[cH:10][c:11]([CH:18]([C:19](=[O:20])[O:21][CH3:31])[CH3:22])[c:12]2[cH:13][cH:14][cH:15][cH:16][c:17]12.